describe an organic reaction: reactants, conditions, products, and yield From a dataset of the Open Reaction Database (ORD), a public repository of structured organic reaction records. Yield: 75.1%. Reaction conditions: temperature 0 celsius, time 1 hour. As a reaction SMILES: [CH2:1]([N:4]=[CH:5][C:6]1[CH:11]=[CH:10][C:9]([Br:12])=[CH:8][CH:7]=1)[CH:2]=[CH2:3].[CH2:13]([Mg]Br)[CH:14]=[CH2:15]>C1COCC1>[CH2:1]([NH:4][CH:5]([C:6]1[CH:7]=[CH:8][C:9]([Br:12])=[CH:10][CH:11]=1)[CH2:15][CH:14]=[CH2:13])[CH:2]=[CH2:3]. Solvent: C1CCOC1 (THF). The product is C(C=C)NC(CC=C)C1=CC=C(C=C1)Br (Allyl-[1-(4-bromo-phenyl)-but-3-enyl]-amine). The reactants are C(C=C)N=CC1=CC=C(C=C1)Br (Allyl-(4-bromo-benzylidene)-amine), C(C=C)[Mg]Br (Allyl magnesium bromide). Procedure: Allyl-(4-bromo-benzylidene)-amine (1.13 g, 5.0 mmol) is dissolved in THF (15 mL) and the mixture is cooled to 0° C. with an ice bath. Allyl magnesium bromide (6.0 mL, 1.0 M in ethyl ether, 6.0 mmol) is added. The resulting mixture is stirred at 0° C. for 1 hour and warmed to room temperature followed by reaction quenching. EtOAc and water were added and the EtOAc layer is washed with brine and dried. After removal of EtOAc, the product (1.0 g, 75%) is obtained. MS (ESI): 266, 268 (M+1)+1. Reactants: C1(=CC=C(C=C1)Cl)C (p-tolyl chloride), C(C=C)(=O)OCC (ethyl acrylate), C(CCC)N(CCCC)CCCC (tri-n-butylamine). Reagents/catalysts: C(C)(=O)[O-].[Pd+2].C(C)(=O)[O-] (palladium acetate). Solvent: CC=1C=CC(=CC1)C (p-xylene). Yields the product CC1=CC=C(C=CC(=O)OCC)C=C1 (Ethyl 4-methylcinnamate). Reaction SMILES: [C:1]1([CH3:8])[CH:6]=[CH:5][C:4](Cl)=[CH:3][CH:2]=1.[C:9]([O:13][CH2:14][CH3:15])(=[O:12])[CH:10]=[CH2:11].C(N(CCCC)CCCC)CCC>CC1C=CC(C)=CC=1.C([O-])(=O)C.[Pd+2].C([O-])(=O)C>[CH3:8][C:1]1[CH:6]=[CH:5][C:4]([CH:11]=[CH:10][C:9]([O:13][CH2:14][CH3:15])=[O:12])=[CH:3][CH:2]=1 |f:4.5.6|. Procedure: 0.1122 g (5×10-4 mols) of palladium acetate, 6.61 ml (50 millimols) of p-tolyl chloride, 6.78 ml (62.5 millimols) of ethyl acrylate and 11.91 ml (50 millimols) of tri-n-butylamine in 100 ml of p-xylene are stirred for 3 hours at 120° C. The mixture is extracted by shaking with 50 ml of 2 N HCl, 25 ml of 2 N NaOH and 25 ml of water, and is then dried for 15 minutes with 5 g of magnesium sulphate. The crude product is distilled in vacuo. 6.08 g (64% of theory) are obtained as a colourless liquid. ...